Dataset: the Open Reaction Database (ORD), a public repository of structured organic reaction records. Task: describe an organic reaction: reactants, conditions, products, and yield The reactants are C(CC#C)O (3-butyn-1-ol), BrCCCCC1=CC=CC=C1 ((4-bromobutyl)benzene), [OH-].[Na+] (sodium hydroxide). Run in O (water). Conditions: time 3 day. The product is C(CC#C)OCCCCC1=CC=CC=C1 ([4-(3-Butynyloxy)butyl]benzene). The yield is 66.7%. Reaction SMILES: [CH2:1]([OH:5])[CH2:2][C:3]#[CH:4].Br[CH2:7][CH2:8][CH2:9][CH2:10][C:11]1[CH:16]=[CH:15][CH:14]=[CH:13][CH:12]=1.[OH-].[Na+]>O>[CH2:1]([O:5][CH2:7][CH2:8][CH2:9][CH2:10][C:11]1[CH:16]=[CH:15][CH:14]=[CH:13][CH:12]=1)[CH2:2][C:3]#[CH:4] |f:2.3|. Reported procedure: A mixture of 3-butyn-1-ol (5.0 g), (4-bromobutyl)benzene (15.0 g), aqueous sodium hydroxide (30 ml, 50% w/v), and TAB (0.6 g) was stirred vigorously for 3 days, treated with water (100 ml) and extracted with ER (2×200 ml). The dried extract was evaporated and the residue was purified by FCC eluting with CX-ER 19:1 to give the title compound as a colourless oil (9.5 g). T.l.c. (CX-ER 9:1) Rf 0.45.